This data is from the Open Reaction Database (ORD), a public repository of structured organic reaction records. The task is: describe an organic reaction: reactants, conditions, products, and yield Reactants: COc1nc2ccccc2nc1NC(=S)Oc1ccccc1, COc1cc(OC)cc(N2CCNCC2)c1. RXN SMILES: [CH3:1][O:2][c:3]1[n:4][c:5]2[cH:6][cH:7][cH:8][cH:9][c:10]2[n:11][c:12]1[NH:13][C:14]([O:15][c:16]1[cH:17][cH:18][cH:19][cH:20][cH:21]1)=[S:22].[CH3:23][O:24][c:25]1[cH:26][c:27]([N:33]2[CH2:34][CH2:35][NH:36][CH2:37][CH2:38]2)[cH:28][c:29]([O:31][CH3:32])[cH:30]1>>[CH3:1][O:2][c:3]1[n:4][c:5]2[cH:6][cH:7][cH:8][cH:9][c:10]2[n:11][c:12]1[NH:13][C:14](=[S:22])[N:36]1[CH2:35][CH2:34][N:33]([c:27]2[cH:26][c:25]([O:24][CH3:23])[cH:30][c:29]([O:31][CH3:32])[cH:28]2)[CH2:38][CH2:37]1. The product is COc1cc(OC)cc(N2CCN(C(=S)Nc3nc4ccccc4nc3OC)CC2)c1. The reactants are FC1=C(C=C(C=C1)C1=NC=CC=C1C1=CC=NC(N1)=O)C (6-(2-(4-Fluoro-3-methylphenyl)pyridin-3-yl)pyrimidin-2(1H)-one), O=P(Cl)(Cl)Cl (POCl3). The product is ClC1=NC=CC(=N1)C=1C(=NC=CC1)C1=CC(=C(C=C1)F)C (2-chloro-4-(2-(4-fluoro-3-methylphenyl)pyridin-3-yl)pyrimidine). As a reaction SMILES: [F:1][C:2]1[CH:7]=[CH:6][C:5]([C:8]2[C:13]([C:14]3[NH:19][C:18](=O)[N:17]=[CH:16][CH:15]=3)=[CH:12][CH:11]=[CH:10][N:9]=2)=[CH:4][C:3]=1[CH3:21].O=P(Cl)(Cl)[Cl:24]>>[Cl:24][C:18]1[N:19]=[C:14]([C:13]2[C:8]([C:5]3[CH:6]=[CH:7][C:2]([F:1])=[C:3]([CH3:21])[CH:4]=3)=[N:9][CH:10]=[CH:11][CH:12]=2)[CH:15]=[CH:16][N:17]=1. Procedure: 6-(2-(4-Fluoro-3-methylphenyl)pyridin-3-yl)pyrimidin-2(1H)-one (0.83 g) and POCl3 (3 mL) were heated at 130° C. under nitrogen. The reaction mixture was cooled to room temperature upon completion of the reaction (2 h). The volatiles were removed and quenched the concentrate with ice. The semi-heterogeneous slurry was neutralized with aq. NaHCO3 solution while stirring, warmed to room temperature and diluted with EtOAc (200 mL). The organic layer was separated, stirred over MgSO4, filtered, conce... Starting materials: C(CCCC)N1C(C2(C3=CC4=C(OCO4)C=C3C(CC2)=O)C2=CC=CC=C12)=O (1-pentyl-6′H-spiro[indole-3,5′-naphtho[2,3-d][1,3]dioxole]-2,8′(1H,7′H)-dione), C(CCCC)N1C(C2(C3=CC=CC=C13)CC(C1=CC=3OCOC3C=C12)=O)=O (1′-pentylspiro[indeno[5,6-d][1,3]dioxole-5,3′-indole]-2′,7(1′H,6H)-dione). Product: C(CCCC)N1C(C2(C3=CC4=C(OCO4)C=C3CCC2)C2=CC=CC=C12)=O (1-pentyl-7′,8′-dihydro-6′H-spiro[indole-3,5′-naphtho[2,3-][1,3]dioxol]-2(1H)-one). RXN SMILES: [CH2:1]([N:6]1[C:27]2[C:22](=[CH:23][CH:24]=[CH:25][CH:26]=2)[C:8]2([CH2:20][CH2:19][C:18](=O)[C:17]3[C:9]2=[CH:10][C:11]2[O:15][CH2:14][O:13][C:12]=2[CH:16]=3)[C:7]1=[O:28])[CH2:2][CH2:3][CH2:4][CH3:5].C(N1C2C(=CC=CC=2)C2(C3C(=CC4OCOC=4C=3)C(=O)C2)C1=O)CCCC>>[CH2:1]([N:6]1[C:27]2[C:22](=[CH:23][CH:24]=[CH:25][CH:26]=2)[C:8]2([CH2:20][CH2:19][CH2:18][C:17]3[C:9]2=[CH:10][C:11]2[O:15][CH2:14][O:13][C:12]=2[CH:16]=3)[C:7]1=[O:28])[CH2:2][CH2:3][CH2:4][CH3:5]. Procedure details: Following the procedure as described in EXAMPLE 23, and making non-critical variations using 1-pentyl-6′H-spiro[indole-3,5′-naphtho[2,3-d][1,3]dioxole]-2,8′(1H,7′H)-dione to replace 1′-pentylspiro[indeno[5,6-d][1,3]dioxole-5,3′-indole]-2′,7(1′H,6H)-dione, the title compound was obtained (69%) as an oil: 1H NMR (300 MHz, CDCl3) δ 7.25 (td, 1H), 7.08-6.94 (m, 2H), 6.90 (d, 1H), 6.60 (s, 1H), 5.89 (s, 1H), 5.81-5.76 (m, 2H), 3.81-3.66 (m, 2H), 2.96-2.77 (m, 2H), 2.38-2.24 (m, 1H), 2.17-2.06 (m, 1H)...